Dataset: the Open Reaction Database (ORD), a public repository of structured organic reaction records. Task: describe an organic reaction: reactants, conditions, products, and yield Starting materials: N1(CCCCC1)CC=1C=C(OCCCN)C=CC1 (3-(3-piperidinomethylphenoxy)propylamine), COC1=CC=C(C=C1)N=C=O (4-methoxyphenylisocyanate). The solvent is C(C)O (ethanol). Reaction conditions: time 2.5 hour. The product is COC1=CC=C(C=C1)NC(=O)NCCCOC1=CC(=CC=C1)CN1CCCCC1 (N-(4-Methoxyphenyl)-N'-[3-(3-piperidinomethylphenoxy)propyl]urea). Isolated yield 42.3%. As a reaction SMILES: [N:1]1([CH2:7][C:8]2[CH:9]=[C:10]([CH:16]=[CH:17][CH:18]=2)[O:11][CH2:12][CH2:13][CH2:14][NH2:15])[CH2:6][CH2:5][CH2:4][CH2:3][CH2:2]1.[CH3:19][O:20][C:21]1[CH:26]=[CH:25][C:24]([N:27]=[C:28]=[O:29])=[CH:23][CH:22]=1>C(O)C>[CH3:19][O:20][C:21]1[CH:26]=[CH:25][C:24]([NH:27][C:28]([NH:15][CH2:14][CH2:13][CH2:12][O:11][C:10]2[CH:16]=[CH:17][CH:18]=[C:8]([CH2:7][N:1]3[CH2:6][CH2:5][CH2:4][CH2:3][CH2:2]3)[CH:9]=2)=[O:29])=[CH:23][CH:22]=1. Reported procedure: To the mixture of 3-(3-piperidinomethylphenoxy)propylamine (3.1 g) in ethanol (31 ml) was added 4-methoxyphenylisocyanate (1.9 g) dropwise slowly under cooling on an ice-water bath. The reaction mixture was stirred at room temperature for 2.5 hours and then concentrated under reduced pressure. The resulting residue was dissolved in dichloromethane (50 ml), washed with diluted hydrochloric acid, saturated aqueous sodium bicarbonate solution and saturated aqueous sodium chloride solution successiv... The reactants are FC1=CC(=C(C(=O)OC)C=C1)O (methyl 4-fluoro-2-hydroxybenzoate), hydroxyethyl 2-acetate, C(CCC)P(CCCC)CCCC (tributylphosphine), O1CCCC1 (tetrahydrofuran), N(=NC(=O)N1CCCCC1)C(=O)N1CCCCC1 (1,1′-(azodicarbonyl)dipiperidine), O (water). Solvent: C(C)(=O)OCC (ethyl acetate). Run at time 20 minute. Yields the product C(C)(=O)OCCOC1=C(C(=O)OC)C=CC(=C1)F (methyl 2-(2-acetoxyethoxy)-4-fluorobenzoate). RXN SMILES: [F:1][C:2]1[CH:11]=[CH:10][C:5]([C:6]([O:8][CH3:9])=[O:7])=[C:4]([OH:12])[CH:3]=1.C(P(CCCC)CCCC)CCC.N(C(N1CCCCC1)=O)=NC(N1CCCCC1)=[O:29].O.[O:45]1[CH2:49][CH2:48][CH2:47][CH2:46]1>C(OCC)(=O)C>[C:46]([O:45][CH2:49][CH2:48][O:12][C:4]1[CH:3]=[C:2]([F:1])[CH:11]=[CH:10][C:5]=1[C:6]([O:8][CH3:9])=[O:7])(=[O:29])[CH3:47]. Procedure: To a solution of 2 g of methyl 4-fluoro-2-hydroxybenzoate in 60 mL of tetrahydrofuran were added 1.83 g of hydroxyethyl 2-acetate and 3.56 g of tributylphosphine, and then 5.93 g of 1,1′-(azodicarbonyl)dipiperidine was slowly added thereto under ice-cooling, followed by stirring for 20 minutes. The mixture was warmed to room temperature and stirred for 6 hours. The reaction mixture was poured into a mixed liquid of water and ethyl acetate. The aqueous layer was separated, the organic layer was w...